From a dataset of the Open Reaction Database (ORD), a public repository of structured organic reaction records. describe an organic reaction: reactants, conditions, products, and yield Reactants: O=C(Cl)c1ccc(C(=O)c2ccccc2)cc1, ClC(Cl)Cl, Cl, NCCCCCCCCCCC(=O)O, [Na+], [OH-], O. Yields the product O=C(O)CCCCCCCCCCNC(=O)c1ccc(C(=O)c2ccccc2)cc1. Reaction SMILES: [C:1]([c:2]1[cH:3][cH:4][cH:5][cH:6][cH:7]1)(=[O:8])[c:9]1[cH:10][cH:11][c:12]([C:13](=[O:14])[Cl:15])[cH:16][cH:17]1.[CH:35]([Cl:36])([Cl:37])[Cl:38].[ClH:34].[NH2:18][CH2:19][CH2:20][CH2:21][CH2:22][CH2:23][CH2:24][CH2:25][CH2:26][CH2:27][CH2:28][C:29](=[O:30])[OH:31].[Na+:33].[OH-:32].[OH2:39]>>[C:1]([c:2]1[cH:3][cH:4][cH:5][cH:6][cH:7]1)(=[O:8])[c:9]1[cH:10][cH:11][c:12]([C:13](=[O:14])[NH:18][CH2:19][CH2:20][CH2:21][CH2:22][CH2:23][CH2:24][CH2:25][CH2:26][CH2:27][CH2:28][C:29](=[O:30])[OH:31])[cH:16][cH:17]1. Starting materials: [N+](#[C-])CC(=O)OCC (ethyl isocyanoacetate), [N+](=O)([O-])C=1C=CC2=C(C(=NCC(N2)=O)C2=C(C=CC=C2)F)C1 (7-nitro-1,3-dihydro-5-(2-fluorophenyl)-2H-1,4-benzodiazepin-2-one), CC(C)([O-])C.[K+] (Potassium t-butoxide), P(=O)(OCC)(OCC)Cl (diethyl chlorophosphate), CC(C)([O-])C.[K+] (potassium t-butoxide). The solvent is O1CCCC1 (tetrahydrofuran), O1CCCC1 (tetrahydrofuran). Conditions: time 5 minute. Product: [N+](=O)([O-])C=1C=CC2=C(C(=NCC=3N2C=NC3C(=O)OCC)C3=C(C=CC=C3)F)C1 (8-Nitro-6-(2-fluorophenyl)-4H-imidazo[1,5-a][1,4]benzodiazepine-3-carboxylic acid, ethyl ester). Reaction SMILES: [N+:1]([C:4]1[CH:5]=[CH:6][C:7]2[NH:13][C:12](=O)[CH2:11][N:10]=[C:9]([C:15]3[CH:20]=[CH:19][CH:18]=[CH:17][C:16]=3[F:21])[C:8]=2[CH:22]=1)([O-:3])=[O:2].CC(C)([O-])C.[K+].P(Cl)(OCC)(OCC)=O.[N+:38]([CH2:40][C:41]([O:43][CH2:44][CH3:45])=[O:42])#[C-:39]>O1CCCC1>[N+:1]([C:4]1[CH:5]=[CH:6][C:7]2[N:13]3[CH:39]=[N:38][C:40]([C:41]([O:43][CH2:44][CH3:45])=[O:42])=[C:12]3[CH2:11][N:10]=[C:9]([C:15]3[CH:20]=[CH:19][CH:18]=[CH:17][C:16]=3[F:21])[C:8]=2[CH:22]=1)([O-:3])=[O:2] |f:1.2|. Procedure: A stirred solution of 2.99 g (0.01 mol) of 7-nitro-1,3-dihydro-5-(2-fluorophenyl)-2H-1,4-benzodiazepin-2-one in 50 ml of tetrahydrofuran was cooled in an ice bath under an atmosphere of nitrogen. Potassium t-butoxide, 1.29 g (0.0115 mol) was added, and after stirring for 5 minutes, 2.59 g (0.015 mol) of diethyl chlorophosphate was added and the stirring was continued for an additional 5 minutes. A mixture of 2.26 g (0.02 mol) of ethyl isocyanoacetate in 50 ml of tetrahydrofuran that has been tre... Yield: 112.7%. RXN SMILES: O.[C:2]([C:4]1[CH:9]=[CH:8][CH:7]=[CH:6][C:5]=1[C:10]1[C:11](=[O:28])[N:12]([C:22]2[CH:27]=[CH:26][CH:25]=[CH:24][CH:23]=2)[CH:13]=[C:14]([C:16]2[CH:21]=[CH:20][CH:19]=[CH:18][N:17]=2)[CH:15]=1)#[N:3].C(O)C.Br.C(O)(=O)C>C(OCC)(=O)C>[C:2]([C:4]1[CH:9]=[CH:8][CH:7]=[CH:6][C:5]=1[C:10]1[C:11](=[O:28])[N:12]([C:22]2[CH:27]=[CH:26][CH:25]=[CH:24][CH:23]=2)[CH:13]=[C:14]([C:16]2[CH:21]=[CH:20][CH:19]=[CH:18][N:17]=2)[CH:15]=1)#[N:3] |f:0.1,3.4|. Starting materials: resultant residue, O.C(#N)C1=C(C=CC=C1)C=1C(N(C=C(C1)C1=NC=CC=C1)C1=CC=CC=C1)=O (3-(2-cyanophenyl)-5-(2-pyridyl)-1-phenyl-1,2-dihydropyridin-2-one hydrate), C(C)O (ethanol), Br.C(C)(=O)O (HBr acetic acid). Conditions: time 3.5 hour. Solvent: C(C)(=O)OCC (ethyl acetate). Procedure details: A mixture of 3-(2-cyanophenyl)-5-(2-pyridyl)-1-phenyl-1,2-dihydropyridin-2-one hydrate (4.73 g, 3.25 mmol) and ethanol (small amount) was concentrated under reduced pressure, followed by adding ethyl acetate (small amount) to the residue before further concentration under reduced pressure. A 25% HBr/acetic acid solution (1.04 g, 4.2 mmol) was added to an ethyl acetate (30 mL) suspension containing the resultant residue, which was then stirred at room temperature for 3.5 hours. The precipitated s... The product is C(#N)C1=C(C=CC=C1)C=1C(N(C=C(C1)C1=NC=CC=C1)C1=CC=CC=C1)=O (3-(2-Cyanophenyl)-5-(2-pyridyl)-1-phenyl-1,2-dihydropyridin-2-one). The reactants are C(C)[Mg]Br (ethylmagnesium bromide), [Mg] (magnesium), C(C)Br (ethyl bromide), C(C)(C)(O[C@H]1CC(C([C@@H](C1)C)=O)(C)C)O[C@H]1CC(C([C@@H](C1)C)=O)(C)C ([4R,4'R]-4,4'-(isopropylidenedioxy)-bis[[6R]-2,2,6-trimethylcyclohexanone]), 1-N, S(O)(O)(=O)=O (sulphuric acid), CC(C#C)O (but-3-yn-2-ol). Run in O1CCCC1 (tetrahydrofuran), O1CCCC1 (tetrahydrofuran), O1CCCC1 (tetrahydrofuran), O1CCCC1 (tetrahydrofuran). Conditions: time 2 hour. Product: C(C)(=O)OC(C)C#CC1(C(C[C@@H](C[C@H]1C)OC(C)=O)(C)C)O (2-acetoxy-4-[[4R,6R]-1-hydroxy-4-acetoxy-2,2,6-trimethyl-cyclohex-1-yl]-but-3-yne). Reaction SMILES: [CH2:1]([Mg]Br)[CH3:2].[Mg].C(Br)C.[CH3:9][CH:10]([OH:13])[C:11]#[CH:12].[C:14]([O:28][C@@H]1C[C@@H](C)C(=O)C(C)(C)C1)([O:17][C@@H:18]1[CH2:23][C@@H:22]([CH3:24])[C:21](=[O:25])[C:20]([CH3:27])([CH3:26])[CH2:19]1)(C)[CH3:15].S(=O)(=O)(O)[OH:40]>O1CCCC1>[C:1]([O:13][CH:10]([C:11]#[C:12][C:21]1([OH:25])[C@H:22]([CH3:24])[CH2:23][C@@H:18]([O:17][C:14](=[O:28])[CH3:15])[CH2:19][C:20]1([CH3:26])[CH3:27])[CH3:9])(=[O:40])[CH3:2]. Procedure details: A solution of ethylmagnesium bromide in tetrahydrofuran (prepared in the usual manner from 18.2 g of magnesium, 81.8 g of ethyl bromide and 200 ml of tetrahydrofuran) is treated dropwise within 30 minutes at room temperature, with 26.6 g of but-3-yn-2-ol in 75 ml of tetrahydrofuran. The mixture is stirred under reflux conditions for 2 hours and subsequently treated dropwise with a solution of 11.1 g of [4R,4'R]-4,4'-(isopropylidenedioxy)-bis[[6R]-2,2,6-trimethylcyclohexanone] in 75 ml of tetrahy... Reactants: ClC=1C=CC2=C(C(=NCC=3N2C(=NC3)SC)C3=C(C=CC=C3)F)C1 (8-Chloro-6-(2-fluorophenyl)-1-methylthio-4H-imidazo[1,5-a][1,4]benzodiazepine), [OH-].[NH4+] (ammonium hydroxide). Run in OO (hydrogen peroxide), C(C)(=O)O (acetic acid). Run at time 8 hour. Product: ClC=1C=CC2=C(C(=NCC=3N2C(=NC3)S(=O)C)C3=C(C=CC=C3)F)C1 (8-Chloro-6-(2-fluorophenyl)-1-methylsulfinyl-4H-imidazo[1,5-a][1,4]benzodiazepine). Reaction SMILES: [Cl:1][C:2]1[CH:3]=[CH:4][C:5]2[N:11]3[C:12]([S:15][CH3:16])=[N:13][CH:14]=[C:10]3[CH2:9][N:8]=[C:7]([C:17]3[CH:22]=[CH:21][CH:20]=[CH:19][C:18]=3[F:23])[C:6]=2[CH:24]=1.[OH-:25].[NH4+]>C(O)(=O)C.OO>[Cl:1][C:2]1[CH:3]=[CH:4][C:5]2[N:11]3[C:12]([S:15]([CH3:16])=[O:25])=[N:13][CH:14]=[C:10]3[CH2:9][N:8]=[C:7]([C:17]3[CH:22]=[CH:21][CH:20]=[CH:19][C:18]=3[F:23])[C:6]=2[CH:24]=1 |f:1.2|. Reported procedure: A solution of 450 mg (1.25 mmol) of the end product of Example 25 in 10 ml of acetic acid and 1 ml of 30% hydrogen peroxide was allowed to stand at room temperature overnight. The solution was treated with ice and ammonium hydroxide; the resulting solid was collected, washed with water, dissolved in methylene chloride, treated with anhydrous sodium sulfate and charcoal, filtered and evaporated in vacuo to a white foam, mp 95°-110°: Ir (KBr) 1610, 1480 and 1047 cm-1 ; nmr (CDCl3) 2.95 (s, 3H), 4.... Yields the product O1CCC(C=C1)C=1C=C2C(=CN(C2=CC1)C(C1=CC=CC=C1)=O)CCN(C)C (5-(3,4-dihydropyran-4-yl)-3-[2-(N,N-dimethylamino)ethyl]-1-benzoylindole). Reaction SMILES: Br[C:2]1[CH:3]=[C:4]2[C:8](=[CH:9][CH:10]=1)[N:7]([C:11](=[O:18])[C:12]1[CH:17]=[CH:16][CH:15]=[CH:14][CH:13]=1)[CH:6]=[C:5]2[CH2:19][CH2:20][N:21]([CH3:23])[CH3:22].C([Sn](CCCC)(CCCC)[CH:29]1[CH:34]=[CH:33][O:32][CH2:31][CH2:30]1)CCC>C1(C)C=CC=CC=1>[O:32]1[CH:31]=[CH:30][CH:29]([C:2]2[CH:3]=[C:4]3[C:8](=[CH:9][CH:10]=2)[N:7]([C:11](=[O:18])[C:12]2[CH:17]=[CH:16][CH:15]=[CH:14][CH:13]=2)[CH:6]=[C:5]3[CH2:19][CH2:20][N:21]([CH3:23])[CH3:22])[CH2:34][CH2:33]1. The yield is 17.0%. Starting materials: BrC=1C=C2C(=CN(C2=CC1)C(C1=CC=CC=C1)=O)CCN(C)C (5-bromo-3-[2-(N,N-dimethylamino)ethyl]-1-benzoylindole), C(CCC)[Sn](C1CCOC=C1)(CCCC)CCCC (4-tributylstannyl-3,4-dihydropyran), tetrakistriphenyphosphine palladium. Run at time 8 hour. The solvent is C1(=CC=CC=C1)C (toluene). Procedure: A solution of 5-bromo-3-[2-(N,N-dimethylamino)ethyl]-1-benzoylindole (Example 5a, 180 mg 0.48 mmol), 4-tributylstannyl-3,4-dihydropyran (180 mg, 0.48 mmol) and tetrakistriphenyphosphine palladium (118 mg, 0.1 mmol) in toluene (3 mL) was stirred at 100-110° C. A second portion of catalyst was added after 1 h and heating was continued overnight. After removal of the solvent in vacuo, flash chromatography on silica gel (2-6% 2M methanolic ammonia in dichloromethane) yielded 5-(3,4-dihydropyran-4-yl...